From a dataset of the Open Reaction Database (ORD), a public repository of structured organic reaction records. describe an organic reaction: reactants, conditions, products, and yield Starting materials: ClC=1C=2N(C3=CC(=CC=C3N1)F)C(=NN2)OC (4-chloro-8-fluoro-1-methoxy[1,2,4]triazolo[4,3-a]quinoxaline), COC1=CC=C(CN)C=C1 (4-methoxybenzylamine), C1=CCCCC1 (cyclohexene). Reagents/catalysts: [Pd] (Pd/C). The solvent is CCOC(=O)C (EtOAc), CN(C)C=O (DMF), CO (MeOH). Run at time 18 hour. Yields the product FC1=CC=C2N=C(C=3N(C2=C1)C(NN3)=O)NCC3=CC=C(C=C3)OC (8-Fluoro-4-(4-methoxy-benzylamino)-2H-[1,2,4]triazolo[4,3-a]quinoxalin-1-one). RXN SMILES: Cl[C:2]1[C:3]2[N:4]([C:13]([O:16]C)=[N:14][N:15]=2)[C:5]2[C:10]([N:11]=1)=[CH:9][CH:8]=[C:7]([F:12])[CH:6]=2.[CH3:18][O:19][C:20]1[CH:27]=[CH:26][C:23]([CH2:24][NH2:25])=[CH:22][CH:21]=1.C1CCCCC=1>CN(C=O)C.CCOC(C)=O.CO.[Pd]>[F:12][C:7]1[CH:6]=[C:5]2[C:10]([N:11]=[C:2]([NH:25][CH2:24][C:23]3[CH:26]=[CH:27][C:20]([O:19][CH3:18])=[CH:21][CH:22]=3)[C:3]3[N:4]2[C:13](=[O:16])[NH:14][N:15]=3)=[CH:9][CH:8]=1. Procedure: To a solution of 1.0 g of 4-chloro-8-fluoro-1-methoxy[1,2,4]triazolo[4,3-a]quinoxaline in DMF (12.0 mL) was added 1.36 g of 4-methoxybenzylamine. This solution was stirred at room temperature for 18 hrs. and then diluted with EtOAc and washed with water and saturated lithium chloride. The extracts were dried over sodium sulfate, filtered, and concentrated and the residue was separated by silica gel chromatography to give a yellow solid. This solid was dissolved in MeOH (15 mL) and 160 mg of 10% ...